Dataset: the Open Reaction Database (ORD), a public repository of structured organic reaction records. Task: describe an organic reaction: reactants, conditions, products, and yield Reactants: CCOC(=O)CCCCOc1cccc(OC)c1C=O, Cl, [I-], [I-], [Mg+2], C1CCOC1. Yields the product CCOC(=O)CCCCOc1cccc(O)c1C=O. RXN SMILES: [CH:1](=[O:2])[c:3]1[c:4]([O:5][CH2:6][CH2:7][CH2:8][CH2:9][C:10](=[O:11])[O:12][CH2:13][CH3:14])[cH:15][cH:16][cH:17][c:18]1[O:19][CH3:20].[ClH:24].[I-:21].[I-:23].[Mg+2:22].[O:25]1[CH2:26][CH2:27][CH2:28][CH2:29]1>>[CH:1](=[O:2])[c:3]1[c:4]([O:5][CH2:6][CH2:7][CH2:8][CH2:9][C:10](=[O:11])[O:12][CH2:13][CH3:14])[cH:15][cH:16][cH:17][c:18]1[OH:19].